This data is from the Open Reaction Database (ORD), a public repository of structured organic reaction records. The task is: describe an organic reaction: reactants, conditions, products, and yield Procedure details: N-((1S,3R)-3-((6-amino-5-(4-phenoxyphenyl)pyrimidin-4-yl)amino)cyclohexyl)acrylamide was prepared from 5,6-dichloropyrimidin-4-amine, tert-butyl (cis-3-aminocyclohexyl)carbamate, (4-phenoxyphenyl)boronic acid, and acryloyl chloride using methods B, C, D, F and chiral separation. HPLC: 95%. MS: m/z=430 [M+H]+. Reactants: ClC=1C(=NC=NC1Cl)N (5,6-dichloropyrimidin-4-amine), N[C@H]1C[C@H](CCC1)NC(OC(C)(C)C)=O (tert-butyl (cis-3-aminocyclohexyl)carbamate), O(C1=CC=CC=C1)C1=CC=C(C=C1)B(O)O ((4-phenoxyphenyl)boronic acid), C(C=C)(=O)Cl (acryloyl chloride). As a reaction SMILES: Cl[C:2]1[C:3]([NH2:9])=[N:4][CH:5]=[N:6][C:7]=1Cl.[NH2:10][C@@H:11]1[CH2:16][CH2:15][CH2:14][C@H:13]([NH:17][C:18](=[O:24])OC(C)(C)C)[CH2:12]1.[O:25]([C:32]1[CH:37]=[CH:36][C:35](B(O)O)=[CH:34][CH:33]=1)[C:26]1[CH:31]=[CH:30][CH:29]=[CH:28][CH:27]=1.[C:41](Cl)(=O)[CH:42]=C>>[NH2:9][C:3]1[N:4]=[CH:5][N:6]=[C:7]([NH:10][C@@H:11]2[CH2:16][CH2:15][CH2:14][C@H:13]([NH:17][C:18](=[O:24])[CH:41]=[CH2:42])[CH2:12]2)[C:2]=1[C:29]1[CH:30]=[CH:31][C:26]([O:25][C:32]2[CH:37]=[CH:36][CH:35]=[CH:34][CH:33]=2)=[CH:27][CH:28]=1. Yields the product NC1=C(C(=NC=N1)N[C@H]1C[C@H](CCC1)NC(C=C)=O)C1=CC=C(C=C1)OC1=CC=CC=C1 (N-((1S,3R)-3-((6-amino-5-(4-phenoxyphenyl)pyrimidin-4-yl)amino)cyclohexyl)acrylamide).